Task: describe an organic reaction: reactants, conditions, products, and yield. Dataset: the Open Reaction Database (ORD), a public repository of structured organic reaction records Reactants: [H-].[Na+] (Sodium hydride), C(C)(C)C1=C(C=CC=C1)O (2-isopropylphenol), P(=S)(Cl)(Cl)Cl (thiophosphoryl chloride). The solvent is C1(=CC=CC=C1)C (toluene). Run at time 0.5 hour. The product is P(=S)(OC1=C(C=CC=C1)C(C)C)(OC1=C(C=CC=C1)C(C)C)Cl (bis(2-isopropylphenyl) chlorothiophosphate). As a reaction SMILES: [H-].[Na+].[CH:3]([C:6]1[CH:11]=[CH:10][CH:9]=[CH:8][C:7]=1[OH:12])([CH3:5])[CH3:4].[P:13]([Cl:17])(Cl)(Cl)=[S:14]>C1(C)C=CC=CC=1>[P:13]([Cl:17])([O:12][C:7]1[CH:8]=[CH:9][CH:10]=[CH:11][C:6]=1[CH:3]([CH3:5])[CH3:4])([O:12][C:7]1[CH:8]=[CH:9][CH:10]=[CH:11][C:6]=1[CH:3]([CH3:5])[CH3:4])=[S:14] |f:0.1|. Procedure details: Sodium hydride (38.0 g of 80% suspension in mineral oil) was added to a stirred solution of 2-isopropylphenol (139.2 g) and thiophosphoryl chloride (84.5 g) in toluene (500 cm3) at such a rate that the reaction temperature did not rise above 65° C. After stirring for a further 0.5 hr at ambient temperature, the solution was extracted twice with water (250 cm3 portions), separated, dried (MgSO4) and concentrated by distillation of solvents under reduced pressure yielding crude bis(2-isopropylphen... Reactants: NC=1C=C(C(=C2C(=CC=NC12)C)OC1=CC(=CC=C1)C(F)(F)F)OC (8-amino-6-methoxy-4-methyl-5-(3-trifluoromethylphenoxy)quinoline), C1(C=2C(C(=O)O1)=CC=CC2)=O (phthalic anhydride), O (water). The solvent is C=1(C(=CC=CC1)C)C (xylene). Yields the product COC=1C(=C2C(=CC=NC2=C(C1)N1C(C=2C(C1=O)=CC=CC2)=O)C)OC2=CC(=CC=C2)C(F)(F)F (6-Methoxy-4-methyl-8-phthalimido-5-(3-trifluoromethylphenoxy)quinoline). The yield is 99.3%. Reaction SMILES: [NH2:1][C:2]1[CH:3]=[C:4]([O:24][CH3:25])[C:5]([O:13][C:14]2[CH:19]=[CH:18][CH:17]=[C:16]([C:20]([F:23])([F:22])[F:21])[CH:15]=2)=[C:6]2[C:11]=1[N:10]=[CH:9][CH:8]=[C:7]2[CH3:12].[C:26]1(=O)[O:31][C:29](=[O:30])[C:28]2=[CH:32][CH:33]=[CH:34][CH:35]=[C:27]12.O>C1(C)C(C)=CC=CC=1>[CH3:25][O:24][C:4]1[C:5]([O:13][C:14]2[CH:19]=[CH:18][CH:17]=[C:16]([C:20]([F:21])([F:22])[F:23])[CH:15]=2)=[C:6]2[C:11](=[C:2]([N:1]3[C:29](=[O:30])[C:28]4=[CH:32][CH:33]=[CH:34][CH:35]=[C:27]4[C:26]3=[O:31])[CH:3]=1)[N:10]=[CH:9][CH:8]=[C:7]2[CH3:12]. Procedure details: A mixture of 8-amino-6-methoxy-4-methyl-5-(3-trifluoromethylphenoxy)quinoline (I) (6.96 g, 20 mmol) and phthalic anhydride (3.25 g, 22 mmol) in xylene (100 mL) was refluxed with water removal via a Dean-Stark trap for 24 hours. After cooling, filtration gave 9.5 g (100%) of the title compound, mp 228°-30° C. Recrystallization from ethanol raised the mp to 228°-31° C. Starting materials: C(#N)CCC(CCCC#N)C#N (1,3,6-tricyanohexane), C(#N)N=C(N)N (dicyandiamide), C[O-].[Na+] (sodium methylate). The solvent is CS(=O)C (dimethyl sulfoxide). Conditions: temperature 130 celsius. The product is NC1=NC(=NC(=N1)N)CCC(CCCC1=NC(=NC(=N1)N)N)C1=NC(=NC(=N1)N)N (1,3,6-tris(4,6-diamino-1,3,5-triazine-2-yl)hexane). Yield: 70.6%. As a reaction SMILES: [C:1]([CH2:3][CH2:4][CH:5]([C:11]#[N:12])[CH2:6][CH2:7][CH2:8][C:9]#[N:10])#[N:2].[C:13]([N:15]=[C:16]([NH2:18])[NH2:17])#[N:14].C[O-].[Na+]>CS(C)=O>[NH2:14][C:13]1[N:15]=[C:16]([NH2:18])[N:17]=[C:1]([CH2:3][CH2:4][CH:5]([C:11]2[N:17]=[C:16]([NH2:18])[N:15]=[C:13]([NH2:14])[N:12]=2)[CH2:6][CH2:7][CH2:8][C:9]2[N:17]=[C:16]([NH2:18])[N:15]=[C:13]([NH2:14])[N:10]=2)[N:2]=1 |f:2.3|. Reported procedure: 161 g (1 mole) of 1,3,6-tricyanohexane and 277.2 g (3.3 moles) of dicyandiamide were added to 750 g of dimethyl sulfoxide as the reaction medium, followed by further addition of 68 g (1 mole) of sodium methylate as the catalyst. The mixture was stirred under heating at 130° C for 3 hours in a nitrogen atmosphere. After completion of the reaction the reaction mixture was cooled to 25° C to precipitate the reaction product, followed by separating the crude reaction product by filtration. Purificat... Reactants: C(CC)Br (Propyl bromide), OC1=C(C=O)C(=CC=C1)OC (2-hydroxy-6-methoxybenzaldehyde), C([O-])([O-])=O.[K+].[K+] (potassium carbonate), [I-].[K+] (potassium iodide), ice water. Solvent: CN(C=O)C (N,N-dimethylformamide), CC(=O)C (acetone). Run at temperature 100 celsius, time 5 hour. The product is COC1=C(C=O)C(=CC=C1)OCCC (2-methoxy-6-propoxybenzaldehyde). RXN SMILES: [CH2:1](Br)[CH2:2][CH3:3].[OH:5][C:6]1[CH:13]=[CH:12][CH:11]=[C:10]([O:14][CH3:15])[C:7]=1[CH:8]=[O:9].C(=O)([O-])[O-].[K+].[K+].[I-].[K+]>CC(C)=O.CN(C)C=O>[CH3:15][O:14][C:10]1[CH:11]=[CH:12][CH:13]=[C:6]([O:5][CH2:1][CH2:2][CH3:3])[C:7]=1[CH:8]=[O:9] |f:2.3.4,5.6|. Procedure: Propyl bromide (1 ml) was added to a mixture of 2-hydroxy-6-methoxybenzaldehyde (0.45 g), potassium carbonate (0.83 g) and a small amount of potassium iodide in a mixed solvent of N,N-dimethylformamide (10 ml) and acetone (5 ml). After being stirred for 5 hours at 100° C., the mixture was poured into ice-water (20 ml) and extracted with ethyl acetate. The extract was washed with brine (10 ml), dried over magnesium sulfate and evaporated under reduced pressure. The residue was purified by column ... The reactants are COC(C1=C(C=C(C=C1)C(=CC1CCCC1)C1=CC=2C(=NC=CC2)N1)F)=O (4-[2-cyclopentyl-1-(1H-pyrrolo[2,3-b]pyridin-2-yl)-vinyl]-2-fluoro-benzoic acid methyl ester). The reagents and catalysts are [Pd] (palladium on activated carbon). Solvent: CO (methanol). Reaction conditions: temperature 50 celsius. Yields the product COC(C1=C(C=C(C=C1)C(CC1CCCC1)C1=CC=2C(=NC=CC2)N1)F)=O (4-[2-cyclopentyl-1-(1H-pyrrolo[2,3-b]pyridin-2-yl)-ethyl]-2-fluoro-benzoic acid methyl ester). Yield: 94.9%. RXN SMILES: [CH3:1][O:2][C:3](=[O:27])[C:4]1[CH:9]=[CH:8][C:7]([C:10]([C:17]2[NH:25][C:20]3=[N:21][CH:22]=[CH:23][CH:24]=[C:19]3[CH:18]=2)=[CH:11][CH:12]2[CH2:16][CH2:15][CH2:14][CH2:13]2)=[CH:6][C:5]=1[F:26]>[Pd].CO>[CH3:1][O:2][C:3](=[O:27])[C:4]1[CH:9]=[CH:8][C:7]([CH:10]([C:17]2[NH:25][C:20]3=[N:21][CH:22]=[CH:23][CH:24]=[C:19]3[CH:18]=2)[CH2:11][CH:12]2[CH2:16][CH2:15][CH2:14][CH2:13]2)=[CH:6][C:5]=1[F:26]. Reported procedure: A mixture of 4-[2-cyclopentyl-1-(1H-pyrrolo[2,3-b]pyridin-2-yl)-vinyl]-2-fluoro-benzoic acid methyl ester (250 mg, 0.69 mmol) and 10% palladium on activated carbon (75 mg) in methanol (250 mL) was heated at 50° C. under hydrogen (50 psi) for 16 h. The mixture was cooled to 25° C., the solids filtered off, washed with ethyl acetate and concentrated in vacuo to afford 4-[2-cyclopentyl-1-(1H-pyrrolo[2,3-b]pyridin-2-yl)-ethyl]-2-fluoro-benzoic acid methyl ester (240 mg, 95%) as a white solid which w...